From a dataset of the Open Reaction Database (ORD), a public repository of structured organic reaction records. describe an organic reaction: reactants, conditions, products, and yield Reactants: C=CC(CCCC=C)O (1,7-octadien-3-ol). Reagents/catalysts: [O-2].[O-2].[Mn+4] (manganese dioxide). Solvent: C(Cl)(Cl)(Cl)Cl (carbon tetrachloride). Reaction conditions: time 4 day. Product: C=CC(CCCC=C)=O (1,7-octadien-3-one). Reaction SMILES: [CH2:1]=[CH:2][CH:3]([OH:9])[CH2:4][CH2:5][CH2:6][CH:7]=[CH2:8]>[O-2].[O-2].[Mn+4].C(Cl)(Cl)(Cl)Cl>[CH2:1]=[CH:2][C:3](=[O:9])[CH2:4][CH2:5][CH2:6][CH:7]=[CH2:8] |f:1.2.3|. Procedure: To 100 cc of carbon tetrachloride containing 3.1 g of 1,7-octadien-3-ol (III) was added 10 g of active manganese dioxide, and the mixture was stirred at room temperature for 4 days. After filtration, the solvent (filtrate) was distilled off at a reduced pressure of 20 to 30 mm Hg to obtain 2 g of 1,7-octadien-3-one at 30°-32° C./4 mm Hg.